describe an organic reaction: reactants, conditions, products, and yield From a dataset of the Open Reaction Database (ORD), a public repository of structured organic reaction records. The reactants are O1C(CCCC1)ON (O-(tetrahydro-2H-pyran-2-yl)hydroxylamine), CCN=C=NCCCN(C)C.Cl (EDCI HCl), C=1C=CC2=C(C1)N=NN2O (HOBt), C(C1=CC=CC=C1)(=O)N1CCC(CC1)NC1=CC=C(C=N1)/C=C/C(=O)O ((2E)-3-{6-[(1-benzoyl-4-piperidyl)amino]-3-pyridyl}acrylic acid). Solvent: CCOC(=O)C (AcOEt), O (water), CCN(CC)CC (Et3N), CN(C)C=O (DMF). Reaction conditions: temperature 23 celsius, time 8 hour. Product: C(C1=CC=CC=C1)(=O)N1CCC(CC1)NC1=CC=C(C=N1)/C=C/C(=O)NOC1OCCCC1 ((2E)-3-{6-[(1-benzoyl-4-piperidyl)amino]-3-pyridyl}-N-(tetrahydro-2H-pyran-2-yloxy)acrylamide). The yield is 22.9%. RXN SMILES: [C:1]([N:9]1[CH2:14][CH2:13][CH:12]([NH:15][C:16]2[N:21]=[CH:20][C:19](/[CH:22]=[CH:23]/[C:24]([OH:26])=O)=[CH:18][CH:17]=2)[CH2:11][CH2:10]1)(=[O:8])[C:2]1[CH:7]=[CH:6][CH:5]=[CH:4][CH:3]=1.[O:27]1[CH2:32][CH2:31][CH2:30][CH2:29][CH:28]1[O:33][NH2:34].CCN=C=NCCCN(C)C.Cl.C1C=CC2N(O)N=NC=2C=1>CN(C=O)C.CCOC(C)=O.O.CCN(CC)CC>[C:1]([N:9]1[CH2:14][CH2:13][CH:12]([NH:15][C:16]2[N:21]=[CH:20][C:19](/[CH:22]=[CH:23]/[C:24]([NH:34][O:33][CH:28]3[CH2:29][CH2:30][CH2:31][CH2:32][O:27]3)=[O:26])=[CH:18][CH:17]=2)[CH2:11][CH2:10]1)(=[O:8])[C:2]1[CH:3]=[CH:4][CH:5]=[CH:6][CH:7]=1 |f:2.3|. Reported procedure: To a suspension of (2E)-3-{6-[(1-benzoyl-4-piperidyl)amino]-3-pyridyl}acrylic acid (170 mg) in DMF (3 ml) was added O-(tetrahydro-2H-pyran-2-yl)hydroxylamine (62.3 mg), EDCI HCl (102 mg), HOBt (71.9 mg), Et3N(0.201 ml), the mixture was stirred at 23° C. for 8 hours. The mixed solution was poured into a mixture of water (20 ml) and AcOEt (20 ml). The organic layer was separated, washed with water twice and brine, dried over sodium sulfate and concentrated in vacuo. The residue was purified by sil...